From a dataset of the Open Reaction Database (ORD), a public repository of structured organic reaction records. describe an organic reaction: reactants, conditions, products, and yield Reactants: NC=1C2=C(C(=NC1)N=CN(C)C)C(=CS2)C2=CC(=C(C=C2)NC(=O)C=2N(C1=CC=CC=C1C2)C)OC (N-[4-(7-amino-4-{[(dimethylamino)methylene]amino}thieno[3,2-c]pyridin-3-yl)-2-methoxyphenyl]-1-methyl-1H-indole-2-carboxamide), C1(=CC=CC=C1)S(=O)(=O)Cl (phenylsulfonyl chloride). The product is NC1=NC=C(C2=C1C(=CS2)C2=CC(=C(C=C2)NC(=O)C=2N(C1=CC=CC=C1C2)C)OC)NS(=O)(=O)C2=CC=CC=C2 (N-(4-{4-amino-7-[(phenylsulfonyl)amino]thieno[3,2-c]pyridin-3-yl}-2-methoxyphenyl)-1-methyl-1H-indole-2-carboxamide). As a reaction SMILES: [NH2:1][C:2]1[C:3]2[S:15][CH:14]=[C:13]([C:16]3[CH:21]=[CH:20][C:19]([NH:22][C:23]([C:25]4[N:26]([CH3:34])[C:27]5[C:32]([CH:33]=4)=[CH:31][CH:30]=[CH:29][CH:28]=5)=[O:24])=[C:18]([O:35][CH3:36])[CH:17]=3)[C:4]=2[C:5]([N:8]=CN(C)C)=[N:6][CH:7]=1.[C:37]1([S:43](Cl)(=[O:45])=[O:44])[CH:42]=[CH:41][CH:40]=[CH:39][CH:38]=1>>[NH2:8][C:5]1[C:4]2[C:13]([C:16]3[CH:21]=[CH:20][C:19]([NH:22][C:23]([C:25]4[N:26]([CH3:34])[C:27]5[C:32]([CH:33]=4)=[CH:31][CH:30]=[CH:29][CH:28]=5)=[O:24])=[C:18]([O:35][CH3:36])[CH:17]=3)=[CH:14][S:15][C:3]=2[C:2]([NH:1][S:43]([C:37]2[CH:42]=[CH:41][CH:40]=[CH:39][CH:38]=2)(=[O:45])=[O:44])=[CH:7][N:6]=1. Procedure details: The title compound was prepared using N-[4-(7-amino-4-{[(dimethylamino)methylene]amino}thieno[3,2-c]pyridin-3-yl)-2-methoxyphenyl]-1-methyl-1H-indole-2-carboxamide and phenylsulfonyl chloride using General Procedure G followed by General Procedure M. 1H NMR (DMSO-d6, 400 MHz) δ 9.80 (br, 1H), 9.49 (s, 1H), 7.97 (d, 1H), 7.75 (d, 2H), 7.70 (d, 1H), 7.64 (d, 1H), 7.58 (m, 3H), 7.51 (s, 1H), 7.34 (m, 2H), 7.17 (m, 2H), 7.15 (s, 1H), 7.05 (d, 1H), 5.50 (br, 2H), 4.03 (s, 3H), 3.90 (s, 3H); MS: (MH)+... The reactants are C(C1=CC=CC=C1)=NN=C1N(CC(N1CC(=O)OCC)=O)CC(=O)OC (2-benzylidenehydrazono-3-ethoxycarbonylmethyl-1-methoxycarbonylmethylimidazolidin-4-one). Run in Cl (hydrochloric acid). Yields the product C(C)OC(=O)CN1C2=NNC(CN2CC1=O)=O (7-ethoxycarbonylmethyl-1,4,5,7-tetraazabicyclo[4,3,0]-nonan-5-ene-3,8-dione). Yield: 39.1%. As a reaction SMILES: C(=[N:8][N:9]=[C:10]1[N:14]([CH2:15][C:16]([O:18][CH2:19][CH3:20])=[O:17])[C:13](=[O:21])[CH2:12][N:11]1[CH2:22][C:23]([O:25]C)=O)C1C=CC=CC=1>Cl>[CH2:19]([O:18][C:16]([CH2:15][N:14]1[C:13](=[O:21])[CH2:12][N:11]2[C:10]1=[N:9][NH:8][C:23](=[O:25])[CH2:22]2)=[O:17])[CH3:20]. Reported procedure: To 230 mg of 2-benzylidenehydrazono-3-ethoxycarbonylmethyl-1-methoxycarbonylmethylimidazolidin-4-one obtained in step (1) of Example 7 was added 10 ml of 0.5N hydrochloric acid, the mixture was subjected to a steam distillation for 40 minutes. The reaction mixture obtained was concentrated under reduced pressure, and the residue formed was charged on silica gel column chromatography and eluted with a mixture of chloroform and ethyl acetate at 1:2 by volume to obtain 60 mg of 7-ethoxycarbonylmeth...